This data is from the Open Reaction Database (ORD), a public repository of structured organic reaction records. The task is: describe an organic reaction: reactants, conditions, products, and yield Isolated yield 75.1%. Reagents/catalysts: [Pd] (palladium on carbon). Reaction SMILES: [CH3:1][N:2]([CH3:23])[C:3]1[CH:8]=[CH:7][CH:6]=[C:5]([C:9]([C:14]2[NH:22][C:17]3=[N:18][CH:19]=[CH:20][CH:21]=[C:16]3[CH:15]=2)=[CH:10][CH:11]([CH3:13])[CH3:12])[CH:4]=1.[H][H]>CO.O1CCCC1.[Pd]>[CH3:23][N:2]([CH3:1])[C:3]1[CH:8]=[CH:7][CH:6]=[C:5]([CH:9]([C:14]2[NH:22][C:17]3=[N:18][CH:19]=[CH:20][CH:21]=[C:16]3[CH:15]=2)[CH2:10][CH:11]([CH3:13])[CH3:12])[CH:4]=1. Solvent: CO (methanol), O1CCCC1 (tetrahydrofuran). Yields the product petroleum ether ethyl acetate, CN(C1=CC(=CC=C1)C(CC(C)C)C1=CC=2C(=NC=CC2)N1)C (N,N-dimethyl-3-(3-methyl-1-(1H-pyrrolo[2,3-b]pyridin-2-yl)butyl)benzeneamine). Procedure details: A solution of N,N-dimethyl-3-(3-methyl-1-(1H-pyrrolo[2,3-b]pyridin-2-yl)but-1-enyl)benzenamine (1.6 g, 5.2 mmol) in methanol (40 mL) and tetrahydrofuran (40 mL) was treated with 10% palladium on carbon (320 mg). The reaction was stirred for 16 h at 25° C. under a balloon filled with hydrogen gas. At this time, the reaction mixture was filtered through a pad of celite and washed with tetrahydrofuran (2×20 mL). The filtrate was concentrated in vacuo. Silica gel column chromatography (30 g, petrole... Starting materials: CN(C1=CC(=CC=C1)C(=CC(C)C)C1=CC=2C(=NC=CC2)N1)C (N,N-dimethyl-3-(3-methyl-1-(1H-pyrrolo[2,3-b]pyridin-2-yl)but-1-enyl)benzenamine), [H][H] (hydrogen). Run at temperature 25 celsius, time 16 hour. Product: CC1(C)C2CCC(CC(=O)Cl)C1C2. Reactants: CN(C)C=O, CC1(C)C2CCC(CC(=O)O)C1C2, O=S(Cl)Cl. As a reaction SMILES: [CH3:18][N:19]([CH3:20])[CH:21]=[O:22].[CH3:1][C:2]1([CH3:13])[CH:3]2[CH2:4][CH2:5][CH:6]([CH2:9][C:10](=[O:11])[OH:12])[CH:7]1[CH2:8]2.[S:14]([Cl:15])([Cl:16])=[O:17]>>[CH3:1][C:2]1([CH3:13])[CH:3]2[CH2:4][CH2:5][CH:6]([CH2:9][C:10](=[O:11])[Cl:16])[CH:7]1[CH2:8]2. The reactants are CC1(OC2=C(C1)C=CC=C2C=O)C (2,2-dimethyl-7-formyl-2,3-dihydrobenzofuran), NC=1C(=NC=CC1)Cl (3-amino-2-chloropyridine), triacetoxy sodium borohydride. Run in C(C)(=O)O (acetic acid). Reaction conditions: time 30 minute. Product: CC1(OC2=C(C1)C=CC=C2CNC=2C(=NC=CC2)Cl)C (3-[(2,2-dimethyl-2,3-dihydrobenzofuran-7-yl)methyl]amino-2-chloropyridine). The yield is 108.6%. RXN SMILES: [NH2:1][C:2]1[C:3]([Cl:8])=[N:4][CH:5]=[CH:6][CH:7]=1.[CH3:9][C:10]1([CH3:21])[CH2:14][C:13]2[CH:15]=[CH:16][CH:17]=[C:18]([CH:19]=O)[C:12]=2[O:11]1>C(O)(=O)C>[CH3:9][C:10]1([CH3:21])[CH2:14][C:13]2[CH:15]=[CH:16][CH:17]=[C:18]([CH2:19][NH:1][C:2]3[C:3]([Cl:8])=[N:4][CH:5]=[CH:6][CH:7]=3)[C:12]=2[O:11]1. Reported procedure: 5 g of 3-amino-2-chloropyridine was dissolved in 80 ml of acetic acid, and 7.1 g of 2,2-dimethyl-7-formyl-2,3-dihydrobenzofuran was added. Then, the mixture was stirred at room temperature for about 30 minutes, and 16.5 g of triacetoxy sodium borohydride was added gradually under ice-cooling. After stirring the obtained reaction mixture at room temperature for about four hours, the solvent was concentrated. After adding ice-water to the residue and alkalizing it with an aqueous sodium hydroxide ... The reactants are Cl.Cl.N1[C@@H](CCC1)C1=CC2=NC(=CC=C2O1)C (2-(2-(S)-pyrrolidinyl)-5-methylfuro[3,2-b]pyridine dihydrochloride), C=O (formaldehyde). The solvent is C(=O)O (formic acid), Cl (HCl). Product: Cl.Cl.CN1[C@@H](CCC1)C1=CC2=NC(=CC=C2O1)C (2-(1-methyl-2-(S)-pyrrolidinyl)-5-methylfuro[3,2-b]pyridine dihydrochloride). RXN SMILES: [ClH:1].Cl.[NH:3]1[CH2:7][CH2:6][CH2:5][C@H:4]1[C:8]1[O:16][C:15]2[C:10](=[N:11][C:12]([CH3:17])=[CH:13][CH:14]=2)[CH:9]=1.[CH2:18]=O>C(O)=O.Cl>[ClH:1].[ClH:1].[CH3:18][N:3]1[CH2:7][CH2:6][CH2:5][C@H:4]1[C:8]1[O:16][C:15]2[C:10](=[N:11][C:12]([CH3:17])=[CH:13][CH:14]=2)[CH:9]=1 |f:0.1.2,6.7.8|. Procedure: A 315 mg (1.04 mmol) sample of 2-(2-(S)-pyrrolidinyl)-5-methylfuro[3,2-b]pyridine dihydrochloride, from Example 5b above, was dissolved in 5 mL of 88% formic acid and 10 mL of 37% aqueous formaldehyde and heated at reflux for 0.5 hours. The reaction mixture was cooled, diluted with 2 N HCl and extracted with ether. The aqueous solution was adjusted to pH 10 with K2CO3 and extracted with CH2Cl2. The CH2Cl2 extract was dried over MgSO4, and the solvent was removed. The residue was chromatographed ... Reactants: Cc1cccnc1Oc1cccc(C=C2CCN(C(=O)OC(C)(C)C)CC2)c1, ClCCl, Cl, C1COCCO1. The product is Cc1cccnc1Oc1cccc(C=C2CCNCC2)c1, Cl. RXN SMILES: [CH3:1][c:2]1[c:3]([O:8][c:9]2[cH:10][c:11]([CH:12]=[C:13]3[CH2:14][CH2:15][N:16]([C:19]([O:20][C:21]([CH3:22])([CH3:23])[CH3:24])=[O:25])[CH2:17][CH2:18]3)[cH:26][cH:27][cH:28]2)[n:4][cH:5][cH:6][cH:7]1.[Cl:36][CH2:37][Cl:38].[ClH:29].[O:30]1[CH2:31][CH2:32][O:33][CH2:34][CH2:35]1>>[CH3:1][c:2]1[c:3]([O:8][c:9]2[cH:10][c:11]([CH:12]=[C:13]3[CH2:14][CH2:15][NH:16][CH2:17][CH2:18]3)[cH:26][cH:27][cH:28]2)[n:4][cH:5][cH:6][cH:7]1.[ClH:29]. Starting materials: polyphosphoric acid ethyl ester, Polyphosphoric acid ethyl ester, [N+](=O)([O-])C1=CC=C(C=C1)O (4-nitrophenol), O=C1N(C(C2=CC=CC=C12)=O)CCC1=CNC2=CC=C(C=C12)C(=O)O (3-[2-(1,3-dihydro-1,3-dioxo-2H-isoindol-2-yl)ethyl]-1H-indole-5-carboxylic acid), O (water). The solvent is CN(C=O)C (dimethylformamide). Run at temperature 80 celsius, time 24 hour. Yields the product O=C1N(C(C2=CC=CC=C12)=O)CCC1=CNC2=CC=C(C=C12)C(=O)OC1=CC=C(C=C1)[N+](=O)[O-] (3-[2-(1,3-Dihydro-1,3-dioxo-2H-Isoindol-2-yl) ethyl]-1H-indole-5-carboxylic acid, 4-nitrophenyl ester). The yield is 61.2%. RXN SMILES: [N+:1]([C:4]1[CH:9]=[CH:8][C:7]([OH:10])=[CH:6][CH:5]=1)([O-:3])=[O:2].[O:11]=[C:12]1[C:20]2[C:15](=[CH:16][CH:17]=[CH:18][CH:19]=2)[C:14](=[O:21])[N:13]1[CH2:22][CH2:23][C:24]1[C:32]2[C:27](=[CH:28][CH:29]=[C:30]([C:33](O)=[O:34])[CH:31]=2)[NH:26][CH:25]=1.O>CN(C)C=O>[O:11]=[C:12]1[C:20]2[C:15](=[CH:16][CH:17]=[CH:18][CH:19]=2)[C:14](=[O:21])[N:13]1[CH2:22][CH2:23][C:24]1[C:32]2[C:27](=[CH:28][CH:29]=[C:30]([C:33]([O:10][C:7]3[CH:8]=[CH:9][C:4]([N+:1]([O-:3])=[O:2])=[CH:5][CH:6]=3)=[O:34])[CH:31]=2)[NH:26][CH:25]=1. Reported procedure: Polyphosphoric acid ethyl ester (40 ml) and 4-nitrophenol (6.3 g) were added to a solution of 3-[2-(1,3-dihydro-1,3-dioxo-2H-isoindol-2-yl)ethyl]-1H-indole-5-carboxylic acid (15 g) in dimethylformamide (70 ml) and the mixture was stirred at 80° C. for 24 hours. More polyphosphoric acid ethyl ester (20 ml) was added and the mixture stirred at 80° C. for 3 hours. The mixture was cooled, poured into ice and water (900 ml) and stirred for 1 hour with ice cooling. The resulting solid was filtered off... Starting materials: O=C(c1ccc(Cl)cc1)c1ccc(CBr)cc1, CS(=O)[O-], CN(C)C=O, [Na+], O. The product is CS(=O)(=O)Cc1ccc(C(=O)c2ccc(Cl)cc2)cc1. Reaction SMILES: [Br:1][CH2:2][c:3]1[cH:4][cH:5][c:6]([C:7](=[O:8])[c:9]2[cH:10][cH:11][c:12]([Cl:15])[cH:13][cH:14]2)[cH:16][cH:17]1.[CH3:18][S:19](=[O:20])[O-:21].[CH3:23][N:24]([CH3:25])[CH:26]=[O:27].[Na+:22].[OH2:28]>>[CH2:2]([c:3]1[cH:4][cH:5][c:6]([C:7](=[O:8])[c:9]2[cH:10][cH:11][c:12]([Cl:15])[cH:13][cH:14]2)[cH:16][cH:17]1)[S:19]([CH3:18])(=[O:20])=[O:21].